Dataset: the Open Reaction Database (ORD), a public repository of structured organic reaction records. Task: describe an organic reaction: reactants, conditions, products, and yield Reactants: O=C([O-])[O-], Clc1ccc2ccccc2n1, [Cs+], [Cs+], CC(C)(C)OC(=O)NC1CNC1, CN(C)C=O, O. Yields the product CC(C)(C)OC(=O)NC1CN(c2ccc3ccccc3n2)C1. RXN SMILES: [C:1](=[O:2])([O-:3])[O-:4].[Cl:7][c:8]1[n:9][c:10]2[cH:11][cH:12][cH:13][cH:14][c:15]2[cH:16][cH:17]1.[Cs+:5].[Cs+:6].[NH:18]1[CH2:19][CH:20]([NH:22][C:23]([O:24][C:25]([CH3:26])([CH3:27])[CH3:28])=[O:29])[CH2:21]1.[O:30]=[CH:31][N:32]([CH3:33])[CH3:34].[OH2:35]>>[c:8]1([N:18]2[CH2:19][CH:20]([NH:22][C:23]([O:24][C:25]([CH3:26])([CH3:27])[CH3:28])=[O:29])[CH2:21]2)[n:9][c:10]2[cH:11][cH:12][cH:13][cH:14][c:15]2[cH:16][cH:17]1. Reactants: CC1C(NC(=O)OC(C)(C)C)C(=O)N1S(=O)(=O)O, CCCC[N+](CCCC)(CCCC)CCCC. RXN SMILES: [C:18]([O:19][C:20](=[O:21])[NH:25][CH:26]1[C:27](=[O:35])[N:28]([S:31](=[O:32])(=[O:33])[OH:34])[CH:29]1[CH3:30])([CH3:22])([CH3:23])[CH3:24].[CH3:1][CH2:2][CH2:3][CH2:4][N+:5]([CH2:6][CH2:7][CH2:8][CH3:9])([CH2:10][CH2:11][CH2:12][CH3:13])[CH2:14][CH2:15][CH2:16][CH3:17]>>[NH2:25][CH:26]1[C:27](=[O:35])[N:28]([S:31](=[O:32])(=[O:33])[OH:34])[CH:29]1[CH3:30]. Product: CC1C(N)C(=O)N1S(=O)(=O)O. The reactants are CCOC(C)OC1CCC2(C)C3=C(CCC2C1(C)C)C1=CCC(C(C)O[Si](C)(C)C(C)(C)C)C1(C)CC3, CCCC[N+](CCCC)(CCCC)CCCC, [F-], C1CCOC1, O. The product is CCOC(C)OC1CCC2(C)C3=C(CCC2C1(C)C)C1=CCC(C(C)O)C1(C)CC3. As a reaction SMILES: [CH3:1][C:2]([Si:3]([CH3:4])([CH3:5])[O:6][CH:7]([CH3:8])[CH:9]1[CH2:10][CH:11]=[C:12]2[C:13]3=[C:23]([C:21]4([CH3:22])[CH:16]([CH2:15][CH2:14]3)[C:17]([CH3:34])([CH3:35])[CH:18]([O:28][CH:29]([CH3:30])[O:31][CH2:32][CH3:33])[CH2:19][CH2:20]4)[CH2:24][CH2:25][C:26]12[CH3:27])([CH3:36])[CH3:37].[CH3:39][CH2:40][CH2:41][CH2:42][N+:43]([CH2:44][CH2:45][CH2:46][CH3:47])([CH2:48][CH2:49][CH2:50][CH3:51])[CH2:52][CH2:53][CH2:54][CH3:55].[F-:38].[O:57]1[CH2:58][CH2:59][CH2:60][CH2:61]1.[OH2:56]>>[OH:6][CH:7]([CH3:8])[CH:9]1[CH2:10][CH:11]=[C:12]2[C:13]3=[C:23]([C:21]4([CH3:22])[CH:16]([CH2:15][CH2:14]3)[C:17]([CH3:34])([CH3:35])[CH:18]([O:28][CH:29]([CH3:30])[O:31][CH2:32][CH3:33])[CH2:19][CH2:20]4)[CH2:24][CH2:25][C:26]12[CH3:27].